From a dataset of the Open Reaction Database (ORD), a public repository of structured organic reaction records. describe an organic reaction: reactants, conditions, products, and yield The reactants are Cc1cc([N+](=O)[O-])cc(C)c1O, CN(C)CCO, CCOC(C)=O, CC(C)OC(=O)N=NC(=O)OC(C)C. Product: Cc1cc([N+](=O)[O-])cc(C)c1OCCN(C)C. As a reaction SMILES: [CH3:15][c:16]1[c:17]([OH:26])[c:18]([CH3:25])[cH:19][c:20]([N+:22](=[O:23])[O-:24])[cH:21]1.[CH3:27][N:28]([CH2:29][CH2:30][OH:31])[CH3:32].[CH3:33][CH2:34][O:35][C:36](=[O:37])[CH3:38].[O:1]=[C:2]([O:3][CH:4]([CH3:5])[CH3:6])[N:7]=[N:8][C:9]([O:10][CH:11]([CH3:12])[CH3:13])=[O:14]>>[CH3:15][c:16]1[c:17]([O:26][CH2:30][CH2:29][N:28]([CH3:27])[CH3:32])[c:18]([CH3:25])[cH:19][c:20]([N+:22](=[O:23])[O-:24])[cH:21]1. Starting materials: [Al+3], CNOC, CCN=C=NCCCN(C)C, CN1CCOCC1, CCOCC, ClCCl, Cl, Cl, [H-], [H-], [H-], [H-], [Li+], [Na+], On1nnc2ccccc21, O=S(=O)([O-])O, O=C(O)CCCc1ccccc1. The product is O=CCCCc1ccccc1. As a reaction SMILES: [Al+3:48].[CH3:14][NH:15][O:16][CH3:17].[CH3:19][N:20]([CH3:21])[CH2:22][CH2:23][CH2:24][N:25]=[C:26]=[N:27][CH2:28][CH3:29].[CH3:40][N:41]1[CH2:42][CH2:43][O:44][CH2:45][CH2:46]1.[CH3:62][CH2:63][O:64][CH2:65][CH3:66].[Cl:59][CH2:60][Cl:61].[ClH:13].[ClH:18].[H-:47].[H-:50].[H-:51].[H-:52].[Li+:49].[Na+:58].[OH:30][n:31]1[c:32]2[cH:33][cH:34][cH:35][cH:36][c:37]2[n:38][n:39]1.[S:53](=[O:54])(=[O:55])([OH:56])[O-:57].[c:1]1([CH2:7][CH2:8][CH2:9][C:10](=[O:11])[OH:12])[cH:2][cH:3][cH:4][cH:5][cH:6]1>>[c:1]1([CH2:7][CH2:8][CH2:9][CH:10]=[O:11])[cH:2][cH:3][cH:4][cH:5][cH:6]1. Starting materials: FC1=C(C=CC=C1S(=O)(=O)C)C1CCN(CC1)CCC (4-[2-fluoro-3-(methylsulfonyl)phenyl]-1-propylpiperidine), amine, Cl (hydrochloric acid), [C-]#N.[Na+] (sodium cyanide), C1COCCOCCOCCOCCOCCO1 (18-crown-6-ether). Run in CN(C=O)C (N,N-dimethylformamide). Yields the product CS(=O)(=O)C1=C(C#N)C(=CC=C1)C1CCN(CC1)CCC (2-(METHYLSULFONYL)-6-(1-PROPYLPIPERIDIN-4-YL)BENZONITRILE). As a reaction SMILES: F[C:2]1[C:7]([S:8]([CH3:11])(=[O:10])=[O:9])=[CH:6][CH:5]=[CH:4][C:3]=1[CH:12]1[CH2:17][CH2:16][N:15]([CH2:18][CH2:19][CH3:20])[CH2:14][CH2:13]1.[C-:21]#[N:22].[Na+].C1OCCOCCOCCOCCOCCOC1.Cl>CN(C)C=O>[CH3:11][S:8]([C:7]1[CH:6]=[CH:5][CH:4]=[C:3]([CH:12]2[CH2:17][CH2:16][N:15]([CH2:18][CH2:19][CH3:20])[CH2:14][CH2:13]2)[C:2]=1[C:21]#[N:22])(=[O:10])=[O:9] |f:1.2|. Reported procedure: Preparation according to Example 7: 4-[2-fluoro-3-(methylsulfonyl)phenyl]-1-propylpiperidine (0.2 g, 0.67 mmol), N,N-dimethylformamide (30 ml), sodium cyanide (0.82 g, 1.67 mmol) and 18-crown-6-ether (5 mg). Yield: 0.06 g (29%). The amine was converted to the hydrochloric acid salt and recrystallized from ethanol/diethyl ether: MS m/z (relative intensity, 70 eV) 306 (M+, 3), 279 (6), 278 (16), 277 (bp), 198 (5). Reactants: N1N=NN=C1C1=C(C=CC=C1)C1=CC=C(C=C1)CN(C(CCCC)=O)CC1(CCCC1)C(=O)O (N-[(2'-(1H-tetrazol-5-yl)biphenyl-4-yl)methyl]-N-valeryl-1-aminomethylcyclopentane-1-carboxylic acid), C(C1=CC=CC=C1)N (benzylamine). Product: C(C1=CC=CC=C1)N.N1N=NN=C1C1=C(C=CC=C1)C1=CC=C(C=C1)CN(C(CCCC)=O)CC1(CCCC1)C(=O)O (N-[(2'-(1H-Tetrazol-5-yl)biphenyl-4-yl)methyl]-N-valeryl-1 -aminomethylcyclopentane-1-carboxylic acid benzylamine). RXN SMILES: [NH:1]1[C:5]([C:6]2[CH:11]=[CH:10][CH:9]=[CH:8][C:7]=2[C:12]2[CH:17]=[CH:16][C:15]([CH2:18][N:19]([CH2:26][C:27]3([C:32]([OH:34])=[O:33])[CH2:31][CH2:30][CH2:29][CH2:28]3)[C:20](=[O:25])[CH2:21][CH2:22][CH2:23][CH3:24])=[CH:14][CH:13]=2)=[N:4][N:3]=[N:2]1.C(N)C1C=CC=CC=1>>[CH2:5]([NH2:1])[C:6]1[CH:11]=[CH:10][CH:9]=[CH:8][CH:7]=1.[NH:4]1[C:5]([C:6]2[CH:11]=[CH:10][CH:9]=[CH:8][C:7]=2[C:12]2[CH:17]=[CH:16][C:15]([CH2:18][N:19]([CH2:26][C:27]3([C:32]([OH:34])=[O:33])[CH2:28][CH2:29][CH2:30][CH2:31]3)[C:20](=[O:25])[CH2:21][CH2:22][CH2:23][CH3:24])=[CH:14][CH:13]=2)=[N:1][N:2]=[N:3]1 |f:2.3|. Reported procedure: 0.507 g of N-[(2'-(1H-tetrazol-5-yl)biphenyl-4-yl)methyl]-N-valeryl-1-aminomethylcyclopentane-1-carboxylic acid is reacted with 0.214 g of benzylamine analogously to Example 48 and the rude product is purified on silica gel 60 (40-63 μm) using CH2Cl2 --MeOH 95:5, Rf =0.49 (system N8). MS (FAB): m /e 551 (M+ +H), 573 (M+ +Na). Starting materials: CO, COC(=O)C(CC(C)C)NC(C(=O)NC(C)C)c1ccc(F)cc1F, [Li+], [OH-], O. Yields the product CC(C)CC(NC(C(=O)NC(C)C)c1ccc(F)cc1F)C(=O)O. As a reaction SMILES: [CH3:28][OH:29].[F:1][c:2]1[c:3]([CH:9]([C:10](=[O:11])[NH:12][CH:13]([CH3:14])[CH3:15])[NH:16][CH:17]([CH2:18][CH:19]([CH3:20])[CH3:21])[C:22](=[O:23])[O:24][CH3:25])[cH:4][cH:5][c:6]([F:8])[cH:7]1.[Li+:26].[OH-:27].[OH2:30]>>[F:1][c:2]1[c:3]([CH:9]([C:10](=[O:11])[NH:12][CH:13]([CH3:14])[CH3:15])[NH:16][CH:17]([CH2:18][CH:19]([CH3:20])[CH3:21])[C:22](=[O:23])[OH:24])[cH:4][cH:5][c:6]([F:8])[cH:7]1. Starting materials: N(=O)OCCC(C)C (isoamyl nitrite), NC1=CC(=CC=2NC(NC21)=O)C(F)(F)F (4-Amino-6-(trifluoromethyl)-1,3-dihydro-2H-benzimidazol-2-one), [I-].[Cs+] (CsI), 12. The reagents and catalysts are [Cu]I (CuI). Solvent: Heterocycles, C(Cl)Cl (DCM). Conditions: temperature 60 celsius, time 3 hour. The product is IC1=CC(=CC=2NC(NC21)=O)C(F)(F)F (4-Iodo-6-(trifluoromethyl)-1,3-dihydro-2H-benzimidazol-2-one). Reaction SMILES: N[C:2]1[C:10]2[NH:9][C:8](=[O:11])[NH:7][C:6]=2[CH:5]=[C:4]([C:12]([F:15])([F:14])[F:13])[CH:3]=1.[I-:16].[Cs+].N(OCCC(C)C)=O>C(Cl)Cl.[Cu]I>[I:16][C:2]1[C:10]2[NH:9][C:8](=[O:11])[NH:7][C:6]=2[CH:5]=[C:4]([C:12]([F:15])([F:14])[F:13])[CH:3]=1 |f:1.2|. Reported procedure: (Analogous to the procedure described in Heterocycles, 2001, 55, 461-464). To a solution of 4-amino-6-(trifluoromethyl)-1,3-dihydro-2H-benzimidazol-2-one from step (a) above (0.76 g, 3.5 mmol) in 20 mL of DCM was added CsI (0.91 g, 3.5 mmol), 12 (0.44 g, 1.75 mmol), and CuI (0.2 g, 1.06 mmol). To the mixture was added isoamyl nitrite (2.8 mL, Aldrich) and the reaction mixture was heated at 60° C. with stirring for 3 h. The reaction mixture was cooled to room temperature, filtered, and the filtra... Starting materials: amine, FC=1C=C(C(=O)OC)C=CC1C=1C([C@@H]2CC[C@]3([C@@]4(CC[C@@]5([C@@H]([C@H]4CC[C@@H]3[C@]2(CC1)C)[C@@H](CC5)C(=C)C)C=O)C)C)(C)C (methyl 3-fluoro-4-((1R,3aS,5aR,5bR,7aR,11aS,11bR,13aR,13bR)-3a-formyl-5a,5b,8,8,11a-pentamethyl-1-(prop-1-en-2-yl)-2,3,3a,4,5,5a,5b,6,7,7a,8,11,11a,11b,12,13,13a,13b-octadecahydro-1H-cyclopenta[a]chrysen-9-yl)benzoate), NCCCN1CCS(CC1)(=O)=O (4-(3-aminopropyl) thiomorpholine 1,1-dioxide). The product is O=S1(CCN(CC1)CCCNC[C@]12[C@@H]([C@H]3CC[C@@H]4[C@]5(CC=C(C([C@@H]5CC[C@]4([C@@]3(CC1)C)C)(C)C)C1=C(C=C(C(=O)O)C=C1)F)C)[C@@H](CC2)C(=C)C)=O (4-((1R,3aS,5aR,5bR,7aR,11aS,11bR,13aR,13bR)-3a-(((3-(1,1-dioxido-4-thiomorpholinyl)propyl)amino)methyl)-1-isopropenyl-5a,5b,8,8,11a-pentamethyl-2,3,3a,4,5,5a,5b,6,7,7a,8,11,11a,11b,12,13,13a,13b-octadecahydro-1H-cyclopenta[a]chrysen-9-yl)-3-fluorobenzoic acid), solid. The yield is 68.0%. RXN SMILES: [F:1][C:2]1[CH:3]=[C:4]([CH:9]=[CH:10][C:11]=1[C:12]1[C:13]([CH3:42])([CH3:41])[C@H:14]2[C@:27]([CH3:30])([CH2:28][CH:29]=1)[C@@H:26]1[C@:17]([CH3:40])([C@@:18]3([CH3:39])[C@H:23]([CH2:24][CH2:25]1)[C@H:22]1[C@H:31]([C:34]([CH3:36])=[CH2:35])[CH2:32][CH2:33][C@:21]1([CH:37]=O)[CH2:20][CH2:19]3)[CH2:16][CH2:15]2)[C:5]([O:7]C)=[O:6].[NH2:43][CH2:44][CH2:45][CH2:46][N:47]1[CH2:52][CH2:51][S:50](=[O:54])(=[O:53])[CH2:49][CH2:48]1>>[O:53]=[S:50]1(=[O:54])[CH2:49][CH2:48][N:47]([CH2:46][CH2:45][CH2:44][NH:43][CH2:37][C@:21]23[CH2:33][CH2:32][C@@H:31]([C:34]([CH3:36])=[CH2:35])[C@@H:22]2[C@@H:23]2[C@@:18]([CH3:39])([CH2:19][CH2:20]3)[C@@:17]3([CH3:40])[C@@H:26]([C@:27]4([CH3:30])[C@@H:14]([CH2:15][CH2:16]3)[C:13]([CH3:41])([CH3:42])[C:12]([C:11]3[CH:10]=[CH:9][C:4]([C:5]([OH:7])=[O:6])=[CH:3][C:2]=3[F:1])=[CH:29][CH2:28]4)[CH2:25][CH2:24]2)[CH2:52][CH2:51]1. Procedure: The title compound was prepared following steps 5 and 6 using methyl 3-fluoro-4-((1R,3aS,5aR,5bR,7aR,11aS,11bR,13aR,13bR)-3a-formyl-5a,5b,8,8,11a-pentamethyl-1-(prop-1-en-2-yl)-2,3,3a,4,5,5a,5b,6,7,7a,8,11,11a,11b,12,13,13a,13b-octadecahydro-1H-cyclopenta[a]chrysen-9-yl)benzoate and 4-(3-aminopropyl) thiomorpholine 1,1-dioxide as the reactant amine. The product was isolated as a white solid (70 mg, 68.0%). LCMS: m/e 737.5 (MH+), 2.59 min (method 3). 1H NMR (400 MHz, MeOD) δ ppm 7.77 (d, J=7.8 Hz...